Task: describe an organic reaction: reactants, conditions, products, and yield. Dataset: the Open Reaction Database (ORD), a public repository of structured organic reaction records Reactants: N#Cc1cc(S(N)(=O)=O)ccc1F, Cl, [H-], [Na+], OCC1CCOCC1, C1CCOC1, O. The product is N#Cc1cc(S(N)(=O)=O)ccc1OCC1CCOCC1. RXN SMILES: [C:11](#[N:12])[c:13]1[cH:14][c:15]([S:20](=[O:21])(=[O:22])[NH2:23])[cH:16][cH:17][c:18]1[F:19].[ClH:24].[H-:9].[Na+:10].[O:1]1[CH2:2][CH2:3][CH:4]([CH2:7][OH:8])[CH2:5][CH2:6]1.[O:25]1[CH2:26][CH2:27][CH2:28][CH2:29]1.[OH2:30]>>[O:1]1[CH2:2][CH2:3][CH:4]([CH2:7][O:8][c:18]2[c:13]([C:11]#[N:12])[cH:14][c:15]([S:20](=[O:21])(=[O:22])[NH2:23])[cH:16][cH:17]2)[CH2:5][CH2:6]1. The reactants are C(C1=CC=CC=C1)C(=O)CC1=CC=CC=C1 (dibenzylketone), C(C=CC1=CC=CC=C1)=O (cinnamaldehyde), C(C)NCC (diethylamine). The solvent is C(C)O (ethanol). Run at time 20 minute. Product: C1(=CC=CC=C1)C1=C(C(=CC=C1C1=CC=CC=C1)C1=CC=CC=C1)O (2,3,6-Triphenylphenol), C1(=CC=CC=C1)C=1C(C(CCC1C1=CC=CC=C1)C1=CC=CC=C1)=O (2,3,6-triphenylcyclohexenone). Isolated yield 91.0%. RXN SMILES: [CH2:1]([C:8]([CH2:10][C:11]1[CH:16]=[CH:15][CH:14]=[CH:13][CH:12]=1)=[O:9])[C:2]1[CH:7]=[CH:6][CH:5]=[CH:4][CH:3]=1.[CH:17](=O)[CH:18]=[CH:19][C:20]1[CH:25]=[CH:24][CH:23]=[CH:22][CH:21]=1.C(NCC)C>C(O)C>[C:11]1([C:10]2[C:19]([C:20]3[CH:25]=[CH:24][CH:23]=[CH:22][CH:21]=3)=[CH:18][CH:17]=[C:1]([C:2]3[CH:7]=[CH:6][CH:5]=[CH:4][CH:3]=3)[C:8]=2[OH:9])[CH:16]=[CH:15][CH:14]=[CH:13][CH:12]=1.[C:11]1([C:10]2[C:8](=[O:9])[CH:1]([C:2]3[CH:7]=[CH:6][CH:5]=[CH:4][CH:3]=3)[CH2:17][CH2:18][C:19]=2[C:20]2[CH:25]=[CH:24][CH:23]=[CH:22][CH:21]=2)[CH:16]=[CH:15][CH:14]=[CH:13][CH:12]=1. Procedure details: 2,3,6-Triphenylphenol was prepared according to A. S. Hay and R. F. Clark (Macromolecules, 3, 533, 1970). 11.36 g (54 mmoles) of dibenzylketone, 7.14 g (54 mmoles) of cinnamaldehyde and 5 mL of diethylamine were mixed and the solution became yellow and after 20 min. a yellow solid deposited. The solid was added to ethanol (80 mL), cooled and filtered to yield 2,3,6-triphenylcyclohexenone (91%). The product (8.0 g) was mixed with 1 g of 5% Pd on carbon and heated at 270° C. for 30 min and then co...